Dataset: the Open Reaction Database (ORD), a public repository of structured organic reaction records. Task: describe an organic reaction: reactants, conditions, products, and yield Starting materials: CCOc1ccc(C2(O)CCC3c4ccc(OCC)c(F)c4OC3C2)c(F)c1F, Cc1ccccc1, O, O, Cc1ccc(S(=O)(=O)O)cc1. The product is CCOc1ccc(C2=CCC3c4ccc(OCC)c(F)c4OC3C2)c(F)c1F. RXN SMILES: [CH2:1]([CH3:2])[O:3][c:4]1[c:5]([F:29])[c:6]2[c:7]([cH:27][cH:28]1)[CH:8]1[CH:9]([O:10]2)[CH2:11][C:12]([OH:15])([c:16]2[c:17]([F:26])[c:18]([F:25])[c:19]([O:22][CH2:23][CH3:24])[cH:20][cH:21]2)[CH2:13][CH2:14]1.[CH3:43][c:44]1[cH:45][cH:46][cH:47][cH:48][cH:49]1.[OH2:30].[OH2:31].[c:32]1([CH3:33])[cH:34][cH:35][c:36]([S:37]([OH:38])(=[O:39])=[O:40])[cH:41][cH:42]1>>[CH2:1]([CH3:2])[O:3][c:4]1[c:5]([F:29])[c:6]2[c:7]([cH:27][cH:28]1)[CH:8]1[CH:9]([O:10]2)[CH2:11][C:12]([c:16]2[c:17]([F:26])[c:18]([F:25])[c:19]([O:22][CH2:23][CH3:24])[cH:20][cH:21]2)=[CH:13][CH2:14]1. Reactants: NC=1N=NC(=C(N1)N)C1=CC(=C(C=C1)Cl)Cl (3,5-diamino-6-(3,4-dichlorophenyl)-1,2,4-triazine), Compound 24, C(C)(=O)OC(C)=O (acetic anhydride). Reagents/catalysts: CN(C1=CC=NC=C1)C (4-dimethylaminopyridine). The solvent is O1CCOCC1 (dioxane). The product is NC=1N=C(N=NC1C1=CC(=C(C=C1)Cl)Cl)NC(=O)C (5-amino-3-methylcarbonylamino-6-(3,4-dichlorophenyl)-1,2,4-triazine). RXN SMILES: [NH2:1][C:2]1[N:3]=[N:4][C:5]([C:9]2[CH:14]=[CH:13][C:12]([Cl:15])=[C:11]([Cl:16])[CH:10]=2)=[C:6]([NH2:8])[N:7]=1.[C:17](OC(=O)C)(=[O:19])[CH3:18]>CN(C)C1C=CN=CC=1.O1CCOCC1>[NH2:8][C:6]1[N:7]=[C:2]([NH:1][C:17]([CH3:18])=[O:19])[N:3]=[N:4][C:5]=1[C:9]1[CH:14]=[CH:13][C:12]([Cl:15])=[C:11]([Cl:16])[CH:10]=1. Reported procedure: A stirring mixture of 5.0 grams (0.020 mole) of 3,5-diamino-6-(3,4-dichlorophenyl)-1,2,4-triazine (Compound 24; disclosed in J. Med. Chem., 1972, Vol. 15, No 8. 859-861), 2.0 grams (0.020 mole) of acetic anhydride and 0.01 gram (catalyst) of 4-dimethylaminopyridine in 40 mL of dioxane is heated at reflux for about two hours. The mixture is cooled and concentrated under reduced pressure to a residue. The residue is purified by column chromatography on silica gel, yielding 5-amino-3-methylcarbonyl... Reactants: E1, ClC=1C=C2N(C(N1)=O)CCN2C (7-chloro-1-methyl-2,3-dihydroimidazo[1,2-c]pyrimidin-5(1H)-one), [H-].[Na+] (sodium hydride), FC1=C(C#N)C=CC(=C1)OC1=C(C=C(C=C1)CO)F (2-fluoro-4-(2-fluoro-4-(hydroxymethyl)phenoxy)benzonitrile). The solvent is C1CCOC1 (THF). Yields the product FC1=C(C#N)C=CC(=C1)OC1=C(C=C(C=C1)COC=1C=C2N(C(N1)=O)CCN2C)F (2-fluoro-4-(2-fluoro-4-(((1-methyl-5-oxo-1,2,3,5-tetrahydroimidazo[1,2-c]pyrimidin-7-yl)oxy)methyl)phenoxy)benzonitrile). Reaction SMILES: [H-].[Na+].[F:3][C:4]1[CH:11]=[C:10]([O:12][C:13]2[CH:18]=[CH:17][C:16]([CH2:19][OH:20])=[CH:15][C:14]=2[F:21])[CH:9]=[CH:8][C:5]=1[C:6]#[N:7].Cl[C:23]1[CH:24]=[C:25]2[N:32]([CH3:33])[CH2:31][CH2:30][N:26]2[C:27](=[O:29])[N:28]=1>C1COCC1>[F:3][C:4]1[CH:11]=[C:10]([O:12][C:13]2[CH:18]=[CH:17][C:16]([CH2:19][O:20][C:23]3[CH:24]=[C:25]4[N:32]([CH3:33])[CH2:31][CH2:30][N:26]4[C:27](=[O:29])[N:28]=3)=[CH:15][C:14]=2[F:21])[CH:9]=[CH:8][C:5]=1[C:6]#[N:7] |f:0.1|. Reported procedure: Prepared in a manner similar to that described for E1 using sodium hydride (5.51 mg, 0.230 mmol) in THF (5 mL), 2-fluoro-4-(2-fluoro-4-(hydroxymethyl)phenoxy)benzonitrile (30 mg, 0.115 mmol) and 7-chloro-1-methyl-2,3-dihydroimidazo[1,2-c]pyrimidin-5(1H)-one (21.3 mg, 0.115 mmol). Reactants: C(C1=CC=CC=C1)=O (benzaldehyde), C(C)(C)(C)OC(=O)N1[C@@H](CCC1=O)C(=O)OC (methyl (S)-N-tert-butoxycarbonylpyroglutamate), C(C)(C)NC(C)C (diisopropylamine), C(CCC)[Li].CCCCCC (butyllithium hexane). Solvent: O1CCCC1 (tetrahydrofuran), [Cl-].[NH4+] (ammonium chloride), O1CCCC1 (tetrahydrofuran), O1CCCC1 (tetrahydrofuran). Run at temperature -78 celsius, time 10 minute. Yields the product C(C)(C)(C)OC(=O)N1[C@@H](CC(C1=O)C(C1=CC=CC=C1)O)C(=O)OC (methyl (S)-N-tert-butoxycarbonyl-4-(α-hydroxybenzyl)pyroglutamate). The yield is 65.0%. As a reaction SMILES: C(NC(C)C)(C)C.C([Li])CCC.CCCCCC.[C:19]([O:23][C:24]([N:26]1[C:30](=[O:31])[CH2:29][CH2:28][C@H:27]1[C:32]([O:34][CH3:35])=[O:33])=[O:25])([CH3:22])([CH3:21])[CH3:20].[CH:36](=[O:43])[C:37]1[CH:42]=[CH:41][CH:40]=[CH:39][CH:38]=1>O1CCCC1.[Cl-].[NH4+]>[C:19]([O:23][C:24]([N:26]1[C:30](=[O:31])[CH:29]([CH:36]([OH:43])[C:37]2[CH:42]=[CH:41][CH:40]=[CH:39][CH:38]=2)[CH2:28][C@H:27]1[C:32]([O:34][CH3:35])=[O:33])=[O:25])([CH3:22])([CH3:21])[CH3:20] |f:1.2,6.7|. Reported procedure: To 40 ml of tetrahydrofuran were added 1.54 ml (11 m mol) of diisopropylamine and 6.9 ml of 1.6M butyllithium-hexane solution, followed by stirring for 10 minutes under a stream of nitrogen. A solution of 2.43 g of methyl (S)-N-tert-butoxycarbonylpyroglutamate in 15 ml of tetrahydrofuran, was added and stirred for 10 minutes at -78° C. and further for 20 minutes at -40° C. To the reaction mixture which was again cooled to -78° C. was added dropwise a solution of 1.12 ml (11 m mol) of benzaldehyd... The reactants are BrC=1C=C(C(=NC1)I)CBr (5-bromo-3-bromomethyl-2-iodo-pyridine), C(=O)([O-])[O-].[Ca+2] (CaCO3). Solvent: O1CCOCC1 (1,4-dioxane), O (water). Product: BrC=1C=C(C(=NC1)I)CO ((5-bromo-2-iodo-pyridin-3-yl)-methanol). Isolated yield 45.6%. As a reaction SMILES: [Br:1][C:2]1[CH:3]=[C:4]([CH2:9]Br)[C:5]([I:8])=[N:6][CH:7]=1.C([O-])([O-])=[O:12].[Ca+2]>O1CCOCC1.O>[Br:1][C:2]1[CH:3]=[C:4]([CH2:9][OH:12])[C:5]([I:8])=[N:6][CH:7]=1 |f:1.2|. Procedure: To a stirred solution of 5-bromo-3-bromomethyl-2-iodo-pyridine (25.0 g, crude, 66.313 mmol, 1 eq) in 1,4-dioxane (200 mL) was added suspension of CaCO3 (34.5 mL, 345 mmol, 5.2 eq) in water (200 mL) at room temperature. Resulting reaction mixture was refluxed for 10 hours. After complete consumption of starting material, reaction mixture was cooled to room temperature and filtered through celite bed over Buchner funnel, celite bed was washed with DCM (2×300 mL). Combined filtrate was washed with ... Reactants: C[C@]12[C@H](OB(O1)C(CC(F)F)NC(=O)[C@@H]1C[C@@](C=3N1C(C(=CN3)N(C(OCC3=CC=CC=C3)=O)CC3=CC(=CC=C3)C(F)(F)F)=O)(C)N=[N+]=[N-])C[C@H]3C([C@@H]2C3)(C)C (Benzyl (6S,8R)-6-[({1-[(3aS,4S,6S,7aR)-hexahydro-3a,5,5-trimethyl-4,6-methano-1,3,2-benzodioxaborol-2-yl]-3,3-difluoropropyl}amino)carbonyl]-8-azido-8-methyl-4-oxo-4,6,7,8-tetrahydropyrrolo[1,2-a]pyrimidin-3-yl[3-(trifluoromethyl)benzyl]carbamate). Solvent: CO (MeOH). As a reaction SMILES: [CH3:1][C@:2]12[C@H:54]3[CH2:55][C@H:52]([C:53]3([CH3:57])[CH3:56])[CH2:51][C@H:3]1[O:4][B:5]([CH:7]([NH:12][C:13]([C@H:15]1[N:19]3[C:20](=[O:46])[C:21]([N:24]([CH2:35][C:36]4[CH:41]=[CH:40][CH:39]=[C:38]([C:42]([F:45])([F:44])[F:43])[CH:37]=4)C(=O)OCC4C=CC=CC=4)=[CH:22][N:23]=[C:18]3[C@@:17]([N:48]=[N+]=[N-])([CH3:47])[CH2:16]1)=[O:14])[CH2:8][CH:9]([F:11])[F:10])[O:6]2>CO.[Pd]>[CH3:1][C@:2]12[C@H:54]3[CH2:55][C@H:52]([C:53]3([CH3:57])[CH3:56])[CH2:51][C@H:3]1[O:4][B:5]([CH:7]([NH:12][C:13]([C@H:15]1[N:19]3[C:20](=[O:46])[C:21]([NH:24][CH2:35][C:36]4[CH:41]=[CH:40][CH:39]=[C:38]([C:42]([F:43])([F:44])[F:45])[CH:37]=4)=[CH:22][N:23]=[C:18]3[C@@:17]([NH2:48])([CH3:47])[CH2:16]1)=[O:14])[CH2:8][CH:9]([F:10])[F:11])[O:6]2. Run at time 8 hour. Reagents/catalysts: [Pd] (Pd-C). Product: C[C@]12[C@H](OB(O1)C(CC(F)F)NC(=O)[C@@H]1C[C@@](C=3N1C(C(=CN3)NCC3=CC(=CC=C3)C(F)(F)F)=O)(C)N)C[C@H]3C([C@@H]2C3)(C)C ((6S,8R)-N-{1-[(3aS,4S,6S,7aR)-hexahydro-3a,5,5-trimethyl-4,6-methano-1,3,2-benzodioxaborol-2-yl]-3,3-difluoropropyl}-8-amino-8-methyl-4-oxo-3-{[3-(trifluoromethyl)benzyl]amino}-4,6,7,8-tetrahydropyrrolo[1,2-a]pyrimidine-6-carboxamide). Reported procedure: To a solution of 84a (141 mg, 0.177 mmol) in 5 mL MeOH, was added 10% Pd-C (50 mg). The mixture was evacuate and flushed with H2 (3×), then was stirred under an atmosphere of H2 for 8 h. The mixture was filtered and concentrated to give 113 mg (quantitative) of 84b. MS (ESI) 638.4 (M+H+), 660.3 (M+Na+), 636.3 (M−H+).